From a dataset of the Open Reaction Database (ORD), a public repository of structured organic reaction records. describe an organic reaction: reactants, conditions, products, and yield Procedure: A mixture of 2-(5-(diethylamino)-2-(3-(1-hydroxy-3,6,9,12-tetraoxapentadec-14-yn-15-yl)benzamido)phenyl)-N-(3-(trifluoromethyl)benzyl)isonicotinamide (107 mg, 0.014 mmol) and 10% palladium on carbon (water content 50%, 40 mg) in methanol (3 mL) was stirred under one atmosphere of H2 for 1 hour. The mixture was filtered and concentrated under vacuum to give the title compound (92 mg). 1H NMR (400 MHz, CDCl3, ppm) ε□12.13 (s, 1H), 8.81 (d, J=5.2 Hz, 1H), 8.39 J=9.0 Hz, 1H), 8.15 (s, 1H), 7.78 (d, ... Conditions: time 1 hour. The reagents and catalysts are [Pd] (palladium on carbon). Starting materials: C(C)N(C=1C=CC(=C(C1)C=1C=C(C(=O)NCC2=CC(=CC=C2)C(F)(F)F)C=CN1)NC(C1=CC(=CC=C1)C#CCOCCOCCOCCOCCO)=O)CC (2-(5-(diethylamino)-2-(3-(1-hydroxy-3,6,9,12-tetraoxapentadec-14-yn-15-yl)benzamido)phenyl)-N-(3-(trifluoromethyl)benzyl)isonicotinamide). Solvent: CO (methanol). Isolated yield 841.5%. As a reaction SMILES: [CH2:1]([N:3]([CH2:55][CH3:56])[C:4]1[CH:5]=[CH:6][C:7]([NH:30][C:31](=[O:54])[C:32]2[CH:37]=[CH:36][CH:35]=[C:34]([C:38]#[C:39][CH2:40][O:41][CH2:42][CH2:43][O:44][CH2:45][CH2:46][O:47][CH2:48][CH2:49][O:50][CH2:51][CH2:52][OH:53])[CH:33]=2)=[C:8]([C:10]2[CH:11]=[C:12]([CH:27]=[CH:28][N:29]=2)[C:13]([NH:15][CH2:16][C:17]2[CH:22]=[CH:21][CH:20]=[C:19]([C:23]([F:26])([F:25])[F:24])[CH:18]=2)=[O:14])[CH:9]=1)[CH3:2]>[Pd].CO>[CH2:55]([N:3]([CH2:1][CH3:2])[C:4]1[CH:5]=[CH:6][C:7]([NH:30][C:31](=[O:54])[C:32]2[CH:37]=[CH:36][CH:35]=[C:34]([CH2:38][CH2:39][CH2:40][O:41][CH2:42][CH2:43][O:44][CH2:45][CH2:46][O:47][CH2:48][CH2:49][O:50][CH2:51][CH2:52][OH:53])[CH:33]=2)=[C:8]([C:10]2[CH:11]=[C:12]([CH:27]=[CH:28][N:29]=2)[C:13]([NH:15][CH2:16][C:17]2[CH:22]=[CH:21][CH:20]=[C:19]([C:23]([F:26])([F:25])[F:24])[CH:18]=2)=[O:14])[CH:9]=1)[CH3:56]. Product: C(C)N(C=1C=CC(=C(C1)C=1C=C(C(=O)NCC2=CC(=CC=C2)C(F)(F)F)C=CN1)NC(C1=CC(=CC=C1)CCCOCCOCCOCCOCCO)=O)CC (2-(5-(diethylamino)-2-(3-(1-hydroxy-3,6,9,12-tetraoxapentadecan-15-yl)benzamido)phenyl)-N-(3-(trifluoromethyl)benzyl)isonicotinamide). Reactants: Br, Cl, O, CNC1CCc2c(ccc(O)c2O)C1=O. Product: Cl, CNC1CCc2c(ccc(O)c2O)C1. As a reaction SMILES: [BrH:1].[ClH:17].[OH2:18].[OH:2][c:3]1[c:4]2[c:9]([cH:10][cH:11][c:12]1[OH:13])[C:8](=[O:14])[CH:7]([NH:15][CH3:16])[CH2:6][CH2:5]2>>[ClH:17].[OH:2][c:3]1[c:4]2[c:9]([cH:10][cH:11][c:12]1[OH:13])[CH2:8][CH:7]([NH:15][CH3:16])[CH2:6][CH2:5]2. The reactants are O (H2O), Cl (HCl), ClC1(C(C(C1)(F)F)(F)Cl)Cl (1,1,2 trichloro-2,3,3-trifluorocyclobutane). The solvent is CCOCC (ether), C(C)N(CC)CC (triethylamine). Reaction conditions: time 8 hour. The product is ClC1(C(C=C1Cl)(F)F)F (1,4-dichloro-1,2,2-trifluorocyclobut-3-ene). Isolated yield 78.2%. RXN SMILES: [Cl:1][C:2]1(Cl)[CH2:5][C:4]([F:7])([F:6])[C:3]1([Cl:9])[F:8].O.Cl>CCOCC.C(N(CC)CC)C>[Cl:9][C:3]1([F:8])[C:2]([Cl:1])=[CH:5][C:4]1([F:7])[F:6]. Reported procedure: To a solution of 1,1,2 trichloro-2,3,3-trifluorocyclobutane (55.5 g) in 100 ml of anhydrous ether, triethylamine (40 ml) was added dropwise over 30 min at room temperature, and the mixture was stirred overnight at ambient temperature. The mixture was then stirred with 120 ml H2O and 7.5 ml of concentrated HCl. The ether layer was washed with H2O (100 ml), brine (100 ml), dried over anhydrous MgSO4, and evaporated in vacuo. The residue was distilled fractionally atmospheric pressure from 64°-68° ... The reactants are C(=O)(O)C1=C(CCCC1)C1=NNC(=C1)C1=CC=CC=C1 (3-(2-carboxy-1-cyclohexen-1-yl)-5-phenylpyrazole), N1=CC=CC=C1 (pyridine), S(=O)(Cl)Cl (thionyl chloride). The solvent is C(C)O (ethanol). Reaction conditions: time 2 hour. Product: C(=O)(OCC)C1=C(CCCC1)C1=NNC(=C1)C1=CC=CC=C1 (3-(2-carboethoxy-1-cyclohexen-1yl)-5-phenylpyrazole). Reaction SMILES: [C:1]([C:4]1[CH2:9][CH2:8][CH2:7][CH2:6][C:5]=1[C:10]1[CH:14]=[C:13]([C:15]2[CH:20]=[CH:19][CH:18]=[CH:17][CH:16]=2)[NH:12][N:11]=1)([OH:3])=[O:2].N1C=CC=[CH:23][CH:22]=1.S(Cl)(Cl)=O>C(O)C>[C:1]([C:4]1[CH2:9][CH2:8][CH2:7][CH2:6][C:5]=1[C:10]1[CH:14]=[C:13]([C:15]2[CH:16]=[CH:17][CH:18]=[CH:19][CH:20]=2)[NH:12][N:11]=1)([O:3][CH2:22][CH3:23])=[O:2]. Procedure: A mixture of 3-(2-carboxy-1-cyclohexen-1-yl)-5-phenylpyrazole (15.0 g) and pyridine (125 ml) is treated at 25° C with thionyl chloride (13.5 g); after stirring for 2 hours, ethanol (40.0 g) is added, and the mixture is stirred for 3 hours. The reaction mixture is partitioned between water and methylene chloride; the organic layer is washed with water and evaporated to give 3-(2-carboethoxy-1-cyclohexen-1yl)-5-phenylpyrazole.